From a dataset of the Open Reaction Database (ORD), a public repository of structured organic reaction records. describe an organic reaction: reactants, conditions, products, and yield Starting materials: ClC(=O)OC1=CC=CC=C1 (Phenyl chloroformate), ClC=1C=C2C(C(N(C2=CC1)S(=O)(=O)C=1C=CC=C2C=CC=NC12)=O)(C1=C(C=CC=C1)OC)O (5-Chloro-3-hydroxy-3-(2-methoxy-phenyl)-1-(quinoline-8-sulfonyl)-1,3-dihydro-indol-2-one), ice water. The solvent is N1=CC=CC=C1 (pyridine). Reaction conditions: time 8 hour. Product: C1(=CC=CC=C1)OC(OC1(C(N(C2=CC=C(C=C12)Cl)S(=O)(=O)C=1C=CC=C2C=CC=NC12)=O)C1=C(C=CC=C1)OC)=O (Carbonic acid 5-chloro-3-(2-methoxy-phenyl)-2-oxo-1-(quinoline-8-sulfonyl)-2,3-dihydro-1H-indol-3-yl ester phenyl ester). The yield is 82.7%. Reaction SMILES: Cl[C:2]([O:4][C:5]1[CH:10]=[CH:9][CH:8]=[CH:7][CH:6]=1)=[O:3].[Cl:11][C:12]1[CH:13]=[C:14]2[C:18](=[CH:19][CH:20]=1)[N:17]([S:21]([C:24]1[CH:25]=[CH:26][CH:27]=[C:28]3[C:33]=1[N:32]=[CH:31][CH:30]=[CH:29]3)(=[O:23])=[O:22])[C:16](=[O:34])[C:15]2([OH:43])[C:35]1[CH:40]=[CH:39][CH:38]=[CH:37][C:36]=1[O:41][CH3:42]>N1C=CC=CC=1>[C:5]1([O:4][C:2](=[O:3])[O:43][C:15]2([C:35]3[CH:40]=[CH:39][CH:38]=[CH:37][C:36]=3[O:41][CH3:42])[C:14]3[C:18](=[CH:19][CH:20]=[C:12]([Cl:11])[CH:13]=3)[N:17]([S:21]([C:24]3[CH:25]=[CH:26][CH:27]=[C:28]4[C:33]=3[N:32]=[CH:31][CH:30]=[CH:29]4)(=[O:23])=[O:22])[C:16]2=[O:34])[CH:10]=[CH:9][CH:8]=[CH:7][CH:6]=1. Reported procedure: Phenyl chloroformate (0.35 ml, 2.79 mmol) was added dropwise to a solution of example 64 (300 mg, 0.624 mmol) in pyridine (6 ml) while cooling slightly. The reaction mixture was stirred at room temperature overnight. After addition of ice-water, the mixture was extracted with ethyl acetate, and the organic phase was washed several times with dilute citric acid solution and water. The organic phase was dried over magnesium sulfate and concentrated under reduced pressure. The residue was triturate...